The task is: describe an organic reaction: reactants, conditions, products, and yield. This data is from the Open Reaction Database (ORD), a public repository of structured organic reaction records. Reactants: C(C1=CC=CC=C1)N1CC2CCC(C1)C2=O (3-benzyl-3-azabicyclo[3.2.1]octan-8-one), C(C)O (ethanol), Cl.NO (hydroxylamine hydrochloride). The solvent is N1=CC=CC=C1 (pyridine). Conditions: temperature 100 celsius. Yields the product C(C1=CC=CC=C1)N1CC2CCC(C1)C2=NO (3-Benzyl-3-azabicyclo[3.2.1]octan-8-one oxime). As a reaction SMILES: [CH2:1]([N:8]1[CH2:14][CH:13]2[C:15](=O)[CH:10]([CH2:11][CH2:12]2)[CH2:9]1)[C:2]1[CH:7]=[CH:6][CH:5]=[CH:4][CH:3]=1.C(O)C.Cl.[NH2:21][OH:22]>N1C=CC=CC=1>[CH2:1]([N:8]1[CH2:14][CH:13]2[C:15](=[N:21][OH:22])[CH:10]([CH2:11][CH2:12]2)[CH2:9]1)[C:2]1[CH:7]=[CH:6][CH:5]=[CH:4][CH:3]=1 |f:2.3|. Procedure: The mixture of 19 g (88 mmole) of 3-benzyl-3-azabicyclo[3.2.1]octan-8-one (J. Med. Chem. 1994, 37, 2831), 200 ml of ethanol, 8.78 g (126.4 mmole) of hydroxylamine hydrochloride and 13 ml of pyridine are heated and stirred on a 100° C. oil-bath, then the mixture is evaporated. To the residue 65 ml of 2.5 N sodium hydroxide solution is added, the resulting solution is extracted with 3×120 ml of ethyl acetate. The extractum is dried over sodium sulphate and evaporated. The resulting oil is purified...